From a dataset of the Open Reaction Database (ORD), a public repository of structured organic reaction records. describe an organic reaction: reactants, conditions, products, and yield Reactants: BrCC(=O)C1=CC=C(C=C1)C (2-bromo-4′-methylacetophenone), NC=1SC2=C(N1)C=CC(=C2)Br (2-amino-6-bromobenzothiazole). Product: Br.BrC1=CC2=C(N3C(S2)=NC(=C3)C3=CC=C(C=C3)C)C=C1 (7-Bromo-2-p-tolylimidazo[2,1-b]benzothiazole hydrobromide salt). The yield is 24.0%. Reaction SMILES: [Br:1][CH2:2][C:3]([C:5]1[CH:10]=[CH:9][C:8]([CH3:11])=[CH:7][CH:6]=1)=O.[NH2:12][C:13]1[S:14][C:15]2[CH:21]=[C:20]([Br:22])[CH:19]=[CH:18][C:16]=2[N:17]=1>>[BrH:1].[Br:22][C:20]1[CH:19]=[CH:18][C:16]2[N:17]3[CH:2]=[C:3]([C:5]4[CH:10]=[CH:9][C:8]([CH3:11])=[CH:7][CH:6]=4)[N:12]=[C:13]3[S:14][C:15]=2[CH:21]=1 |f:2.3|. Reported procedure: The title compound is prepared from 2-bromo-4′-methylacetophenone and 2-amino-6-bromobenzothiazole using method B in 24% yield: mp 205-208° C.; 1H-NMR (DMSO-d6) 2.31 (s, 3H), 7.23 (d, 2H), 7.73 (m, 3H), 7.91 (d, 1H), 8.32 (s, 1H), 8.70 (s, 1H); HR-MS (EI) m/z 341.9822 (M+). The reactants are ClCCl, O=[Cr](=O)([O-])O[Cr](=O)(=O)[O-], CN(C(=O)C(CCCO)c1ccc2c(c1)OCO2)c1ccccc1, c1cc[nH+]cc1, c1cc[nH+]cc1. Yields the product CN(C(=O)C(CCC=O)c1ccc2c(c1)OCO2)c1ccccc1. RXN SMILES: [Cl:46][CH2:47][Cl:48].[Cr:25]([O:26][Cr:27]([O-:28])(=[O:29])=[O:30])([O-:31])(=[O:32])=[O:33].[OH:1][CH2:2][CH2:3][CH2:4][CH:5]([C:6](=[O:7])[N:8]([c:9]1[cH:10][cH:11][cH:12][cH:13][cH:14]1)[CH3:15])[c:16]1[cH:17][c:18]2[c:19]([cH:23][cH:24]1)[O:20][CH2:21][O:22]2.[nH+:34]1[cH:35][cH:36][cH:37][cH:38][cH:39]1.[nH+:40]1[cH:41][cH:42][cH:43][cH:44][cH:45]1>>[O:1]=[CH:2][CH2:3][CH2:4][CH:5]([C:6](=[O:7])[N:8]([c:9]1[cH:10][cH:11][cH:12][cH:13][cH:14]1)[CH3:15])[c:16]1[cH:17][c:18]2[c:19]([cH:23][cH:24]1)[O:20][CH2:21][O:22]2. Starting materials: BrC(Br)(Br)Br, OCC=CCOCc1ccccc1, ClCCl, c1ccc(P(c2ccccc2)c2ccccc2)cc1. Product: BrCC=CCOCc1ccccc1. As a reaction SMILES: [C:14]([Br:15])([Br:16])([Br:17])[Br:18].[CH2:1]([c:2]1[cH:3][cH:4][cH:5][cH:6][cH:7]1)[O:8][CH2:9][CH:10]=[CH:11][CH2:12][OH:13].[CH2:38]([Cl:39])[Cl:40].[c:19]1([P:20]([c:21]2[cH:22][cH:23][cH:24][cH:25][cH:26]2)[c:27]2[cH:28][cH:29][cH:30][cH:31][cH:32]2)[cH:33][cH:34][cH:35][cH:36][cH:37]1>>[CH2:1]([c:2]1[cH:3][cH:4][cH:5][cH:6][cH:7]1)[O:8][CH2:9][CH:10]=[CH:11][CH2:12][Br:15]. Reaction SMILES: [C:42]([BH3-:43])#[N:44].[CH3:1][n:2]1[n:3][cH:4][c:5](-[c:7]2[cH:8][cH:9][c:10]([NH:13][c:14]3[n:15][c:16]([N:24]([CH2:25][CH2:26][OH:27])[c:28]4[cH:29][cH:30][cH:31][cH:32][cH:33]4)[c:17]4[c:18]([n:19]3)[CH2:20][CH2:21][NH:22][CH2:23]4)[cH:11][cH:12]2)[cH:6]1.[CH3:34][C:35](=[O:36])[OH:37].[CH3:46][OH:47].[CH:38]([CH2:39][CH3:40])=[O:41].[Na+:45]>>[CH3:1][n:2]1[n:3][cH:4][c:5](-[c:7]2[cH:8][cH:9][c:10]([NH:13][c:14]3[n:15][c:16]([N:24]([CH2:25][CH2:26][OH:27])[c:28]4[cH:29][cH:30][cH:31][cH:32][cH:33]4)[c:17]4[c:18]([n:19]3)[CH2:20][CH2:21][N:22]([CH2:38][CH2:39][CH3:40])[CH2:23]4)[cH:11][cH:12]2)[cH:6]1. The reactants are [BH3-]C#N, Cn1cc(-c2ccc(Nc3nc4c(c(N(CCO)c5ccccc5)n3)CNCC4)cc2)cn1, CC(=O)O, CO, CCC=O, [Na+]. The product is CCCN1CCc2nc(Nc3ccc(-c4cnn(C)c4)cc3)nc(N(CCO)c3ccccc3)c2C1. Starting materials: O=C([O-])[O-], CCCCNc1nc(N)c2nc(OC)[nH]c2n1, CS(=O)(=O)OCC1CCOC1, CN(C)C=O, CCOC(C)=O, Clc1nc(Cl)c2ncn(CC3CCOCC3)c2n1, O=C(O)C(F)(F)F, [K+], [K+]. Reaction SMILES: [C:25](=[O:26])([O-:27])[O-:28].[CH2:8]([CH2:9][CH2:10][CH3:11])[NH:12][c:13]1[n:14][c:15]([NH2:24])[c:16]2[n:17][c:18]([O:22][CH3:23])[nH:19][c:20]2[n:21]1.[CH3:31][S:32]([O:33][CH2:36][CH:37]1[CH2:38][O:39][CH2:40][CH2:41]1)(=[O:34])=[O:35].[CH3:60][N:61]([CH3:62])[CH:63]=[O:64].[CH3:65][CH2:66][O:67][C:68](=[O:69])[CH3:70].[Cl:42][c:43]1[n:44][c:45]2[c:46]([n:47][cH:48][n:49]2[CH2:50][CH:51]2[CH2:52][CH2:53][O:54][CH2:55][CH2:56]2)[c:57]([Cl:58])[n:59]1.[F:1][C:2]([F:3])([F:4])[C:5]([OH:6])=[O:7].[K+:29].[K+:30]>>[CH2:8]([CH2:9][CH2:10][CH3:11])[NH:12][c:13]1[n:14][c:15]([NH2:24])[c:16]2[n:17][c:18]([O:22][CH3:23])[n:19]([CH2:36][CH:37]3[CH2:38][O:39][CH2:40][CH2:41]3)[c:20]2[n:21]1. Yields the product CCCCNc1nc(N)c2nc(OC)n(CC3CCOC3)c2n1.